Dataset: the Open Reaction Database (ORD), a public repository of structured organic reaction records. Task: describe an organic reaction: reactants, conditions, products, and yield Reactants: [Li]CCCC, CCCCCC, Cn1cccn1, [Cl-], COc1cc(C=O)c(Cl)c(Cl)c1OC, [NH4+], C1CCOC1. The product is COc1cc(C(O)c2ccnn2C)c(Cl)c(Cl)c1OC. Reaction SMILES: [CH2:1]([Li:2])[CH2:3][CH2:4][CH3:5].[CH3:28][CH2:29][CH2:30][CH2:31][CH2:32][CH3:33].[CH3:6][n:7]1[n:8][cH:9][cH:10][cH:11]1.[Cl-:26].[Cl:12][c:13]1[c:14]([CH:15]=[O:16])[cH:17][c:18]([O:24][CH3:25])[c:19]([O:22][CH3:23])[c:20]1[Cl:21].[NH4+:27].[O:34]1[CH2:35][CH2:36][CH2:37][CH2:38]1>>[CH3:6][n:7]1[n:8][cH:9][cH:10][c:11]1[CH:15]([c:14]1[c:13]([Cl:12])[c:20]([Cl:21])[c:19]([O:22][CH3:23])[c:18]([O:24][CH3:25])[cH:17]1)[OH:16]. Reactants: CSC(=N)c1cccs1, CCO, CN1CC=C(c2c[nH]c3ccc(N)cc23)C(F)C1, I. Yields the product CN1CC=C(c2c[nH]c3ccc(NC(=N)c4cccs4)cc23)C(F)C1. As a reaction SMILES: [CH3:20][S:21][C:22](=[NH:23])[c:24]1[s:25][cH:26][cH:27][cH:28]1.[CH3:29][CH2:30][OH:31].[F:1][CH:2]1[CH2:3][N:4]([CH3:18])[CH2:5][CH:6]=[C:7]1[c:8]1[cH:9][nH:10][c:11]2[cH:12][cH:13][c:14]([NH2:17])[cH:15][c:16]12.[IH:19]>>[F:1][CH:2]1[CH2:3][N:4]([CH3:18])[CH2:5][CH:6]=[C:7]1[c:8]1[cH:9][nH:10][c:11]2[cH:12][cH:13][c:14]([NH:17][C:22](=[NH:23])[c:24]3[s:25][cH:26][cH:27][cH:28]3)[cH:15][c:16]12. Starting materials: [Li]CCCC (n-BuLi), C(C)C1=CC=C(C=C1)C1=C(C(=C(C=C1)C=1[Se]C=CC1)F)F (2-(4′-ethyl-2,3-difluorobiphenyl-4-yl)selenophene), C(=O)N1CCOCC1 (N-formylmorpholine). Run in C1CCOC1 (THF), C1CCOC1 (THF), ClCCl (dichloromethane), Cl (hydrochloric acid). Conditions: time 30 minute. Product: C(C)C1=CC=C(C=C1)C1=C(C(=C(C=C1)C1=CC=C([Se]1)C=O)F)F (5-(4′-Ethyl-2,3-difluorobiphenyl-4-yl)selenophene-2-carbaldehyde). RXN SMILES: [Li]CCCC.[CH2:6]([C:8]1[CH:13]=[CH:12][C:11]([C:14]2[CH:19]=[CH:18][C:17]([C:20]3[Se:21][CH:22]=[CH:23][CH:24]=3)=[C:16]([F:25])[C:15]=2[F:26])=[CH:10][CH:9]=1)[CH3:7].[CH:27](N1CCOCC1)=[O:28]>C1COCC1.ClCCl.Cl>[CH2:6]([C:8]1[CH:9]=[CH:10][C:11]([C:14]2[CH:19]=[CH:18][C:17]([C:20]3[Se:21][C:22]([CH:27]=[O:28])=[CH:23][CH:24]=3)=[C:16]([F:25])[C:15]=2[F:26])=[CH:12][CH:13]=1)[CH3:7]. Procedure: 6.0 ml (35.3 mmol) of TMP are initially introduced at −20° C. in 30 ml of THF, and 21.5 ml (34.2 mmol, 15% soln. in hexane) of n-BuLi are metered in. After 30 min at this temperature, a solution of 11.8 g (34.0 mmol) of 2-(4′-ethyl-2,3-difluorobiphenyl-4-yl)selenophene in 70 ml of THF is added. When the addition is complete, the batch is warmed to RT and left at this temperature for 90 min. The solution is cooled to −60° C., and 3.6 ml (36.0 mmol) of N-formylmorpholine are added. The reaction mi... Reactants: O=C(CBr)c1ccc(Br)cc1, CO, CNC, C1CCOC1. Yields the product CN(C)CC(=O)c1ccc(Br)cc1. Reaction SMILES: [Br:4][CH2:5][C:6](=[O:7])[c:8]1[cH:9][cH:10][c:11]([Br:14])[cH:12][cH:13]1.[CH3:15][OH:16].[CH3:1][NH:2][CH3:3].[O:17]1[CH2:18][CH2:19][CH2:20][CH2:21]1>>[CH3:1][N:2]([CH3:3])[CH2:5][C:6](=[O:7])[c:8]1[cH:9][cH:10][c:11]([Br:14])[cH:12][cH:13]1. Reactants: OC1=CC2=C(C(=C(O2)C(=O)OCC)C)C=C1 (ethyl 6-hydroxy-3-methylbenzofuran-2-carboxylate), BrBr (bromine). Solvent: C(Cl)Cl (methylene chloride), C(Cl)Cl (methylene chloride). Yields the product BrC1=C(C=CC=2C(=C(OC21)C(=O)OCC)C)O (Ethyl 7-bromo-6-hydroxy-3-methylbenzofuran-2-carboxylate). As a reaction SMILES: [OH:1][C:2]1[CH:16]=[CH:15][C:5]2[C:6]([CH3:14])=[C:7]([C:9]([O:11][CH2:12][CH3:13])=[O:10])[O:8][C:4]=2[CH:3]=1.[Br:17]Br>C(Cl)Cl>[Br:17][C:3]1[C:4]2[O:8][C:7]([C:9]([O:11][CH2:12][CH3:13])=[O:10])=[C:6]([CH3:14])[C:5]=2[CH:15]=[CH:16][C:2]=1[OH:1]. Procedure: A suspension of ethyl 6-hydroxy-3-methylbenzofuran-2-carboxylate (220 mg, 1 mmole) in methylene chloride (6 ml) was treated very slowly with a solution of bromine (160 mg, 1 mmole) in methylene chloride (4 ml) and with efficient stirring. The reactants are C(#N)C1=CC=C(CBr)C=C1 (4-Cyanobenzyl bromide), P(OCC)(OCC)OCC (triethyl phosphite), O.Cl.N1CCC(CC1)=O (4-Piperidone hydrochloride monohydrate), [OH-].[K+] (potassium hydroxide). Run in CC(C)O (2-Propanol), C1(=CC=CC=C1)C (toluene), C(C)O (ethanol), O (Water). The product is N1CCC(CC1)=CC1=CC=C(C(=O)N)C=C1 (4-(4-piperidylidenemethyl)benzamide). Yield: 32.0%. RXN SMILES: [C:1]([C:3]1[CH:10]=[CH:9][C:6]([CH2:7]Br)=[CH:5][CH:4]=1)#[N:2].P(OCC)(OCC)[O:12]CC.O.Cl.[NH:23]1[CH2:28][CH2:27][C:26](=O)[CH2:25][CH2:24]1.[OH-].[K+]>CC(O)C.O.C(O)C.C1(C)C=CC=CC=1>[NH:23]1[CH2:28][CH2:27][C:26](=[CH:7][C:6]2[CH:9]=[CH:10][C:3]([C:1]([NH2:2])=[O:12])=[CH:4][CH:5]=2)[CH2:25][CH2:24]1 |f:2.3.4,5.6|. Reported procedure: 4-Cyanobenzyl bromide (49.0 g, 250 mmol), triethyl phosphite (45.7 g, 275 mmol) and toluene (49 mL) were charged, and the mixture was stirred and heated under reflux for 3 hrs., while distilling away the solvent at normal pressure. Then, the mixture was allowed to return to room temperature and concentrated under reduced pressure to give a colorless transparent oil. 4-Piperidone hydrochloride monohydrate (46.1 g, 300 mmol), ethanol (350 mL) and potassium hydroxide (pellet, 70.1 g, 1250 mmol) wer... Starting materials: C(=O)([O-])[O-].[Na+].[Na+] (Na2CO3), BrC=1C=C(CN(C(OC(C)(C)C)=O)C2CC2)C=C(C1)C=O (tert-butyl (3-bromo-5-formylbenzyl)cyclopropylcarbamate), CC1(OB(OC1(C)C)\C=C\COC)C (4,4,5,5-tetramethyl-2-[(1E)-3-(methyloxy)-1-propen-1-yl]-1,3,2-dioxaborolane), trans-bis(triphenylphosphine) palladium(II) bromide. The solvent is CN(C)C=O (DMF), O (water). Run at temperature 90 celsius. The product is C1(CC1)N(C(OC(C)(C)C)=O)CC1=CC(=CC(=C1)\C=C\COC)C=O (tert-Butyl cyclopropyl{3-formyl-5-[(1E)-3-methoxy-1-propen-1-yl]benzyl}carbamate). Reaction SMILES: Br[C:2]1[CH:3]=[C:4]([CH:17]=[C:18]([CH:20]=[O:21])[CH:19]=1)[CH2:5][N:6]([CH:14]1[CH2:16][CH2:15]1)[C:7](=[O:13])[O:8][C:9]([CH3:12])([CH3:11])[CH3:10].CC1(C)C(C)(C)OB(/[CH:30]=[CH:31]/[CH2:32][O:33][CH3:34])O1.C([O-])([O-])=O.[Na+].[Na+]>CN(C=O)C.O>[CH:14]1([N:6]([CH2:5][C:4]2[CH:3]=[C:2](/[CH:30]=[CH:31]/[CH2:32][O:33][CH3:34])[CH:19]=[C:18]([CH:20]=[O:21])[CH:17]=2)[C:7](=[O:13])[O:8][C:9]([CH3:12])([CH3:11])[CH3:10])[CH2:16][CH2:15]1 |f:2.3.4|. Procedure: To a solution of tert-butyl (3-bromo-5-formylbenzyl)cyclopropylcarbamate (1 eq.) from the previous step and 4,4,5,5-tetramethyl-2-[(1E)-3-(methyloxy)-1-propen-1-yl]-1,3,2-dioxaborolane (1 eq.) in DMF (0.2 M) was added trans-bis(triphenylphosphine) palladium(II) bromide (0.05 eq.). The vessel was repeatedly evacuated and back-filled with nitrogen. Finally, 2 M aq. Na2CO3 (3 eq.) was added and the resulting mixture was heated at 90° C. for 6 h. The now black suspension was cooled to RT, diluted wi...